Dataset: the Open Reaction Database (ORD), a public repository of structured organic reaction records. Task: describe an organic reaction: reactants, conditions, products, and yield The reactants are N1=CC=CC=C1 (pyridine), O (water), CC1(OC(CC(O1)=O)=O)C (2,2-dimethyl-1,3-dioxane-4,6-dione), OC=1C(=C(C=O)C=CC1)OC (3-hydroxy-2-methoxybenzaldehyde). Reagents/catalysts: [Ti](Cl)(Cl)(Cl)Cl (titanium (IV) chloride). The solvent is C1CCOC1 (THF), C1CCOC1 (THF), C1CCOC1 (THF). Conditions: temperature 0 celsius, time 1 hour. Yields the product OC=1C(=C(C=C2C(OC(OC2=O)(C)C)=O)C=CC1)OC (5-(3-hydroxy-2-methoxybenzylidene)-2,2-dimethyl-1,3-dioxane-4,6-dione). Isolated yield 63.8%. RXN SMILES: [CH3:1][C:2]1([CH3:10])[O:7][C:6](=[O:8])[CH2:5][C:4](=[O:9])[O:3]1.[OH:11][C:12]1[C:13]([O:20][CH3:21])=[C:14]([CH:17]=[CH:18][CH:19]=1)[CH:15]=O.N1C=CC=CC=1.O>C1COCC1.[Ti](Cl)(Cl)(Cl)Cl>[OH:11][C:12]1[C:13]([O:20][CH3:21])=[C:14]([CH:17]=[CH:18][CH:19]=1)[CH:15]=[C:5]1[C:6](=[O:8])[O:7][C:2]([CH3:10])([CH3:1])[O:3][C:4]1=[O:9]. Reported procedure: To a solution of titanium (IV) chloride (11.1 g) in THF (50 mL) was added dropwise under ice-cooling a solution of 2,2-dimethyl-1,3-dioxane-4,6-dione (4.26 g) and 3-hydroxy-2-methoxybenzaldehyde (3.0 g) in THF (50 mL) at 0° C., and then a solution of pyridine (4.00 g) in THF (20 mL) was added dropwise. The reaction mixture was stirred at 0° C. for 1 hr, and water was added. The mixture was extracted with ethyl acetate, and the extract was washed with 1N hydrochloric acid and saturated brine, and... The reactants are ClC=1C=C(OC2CCNCC2)C=CC1Cl (4-(3,4-dichlorophenoxy)piperidine), O1C(C1)CCN1C(C2=CC=CC=C2C1=O)=O (2-(2-oxiran-2-ylethyl)-1H-isoindole-1,3(2H)-dione). Run in C(C)O (ethanol). Run at temperature 60 celsius, time 12 hour. Product: ClC=1C=C(OC2CCN(CC2)CC(CCN2C(C3=CC=CC=C3C2=O)=O)O)C=CC1Cl (2-{4-[4-(3,4-dichlorophenoxy)piperidin-1-yl]-3-hydroxybutyl}-1H-isoindole-1,3(2H)-dione). Yield: 36.2%. RXN SMILES: [Cl:1][C:2]1[CH:3]=[C:4]([CH:12]=[CH:13][C:14]=1[Cl:15])[O:5][CH:6]1[CH2:11][CH2:10][NH:9][CH2:8][CH2:7]1.[O:16]1[CH2:18][CH:17]1[CH2:19][CH2:20][N:21]1[C:29](=[O:30])[C:28]2[C:23](=[CH:24][CH:25]=[CH:26][CH:27]=2)[C:22]1=[O:31]>C(O)C>[Cl:1][C:2]1[CH:3]=[C:4]([CH:12]=[CH:13][C:14]=1[Cl:15])[O:5][CH:6]1[CH2:11][CH2:10][N:9]([CH2:18][CH:17]([OH:16])[CH2:19][CH2:20][N:21]2[C:29](=[O:30])[C:28]3[C:23](=[CH:24][CH:25]=[CH:26][CH:27]=3)[C:22]2=[O:31])[CH2:8][CH2:7]1. Reported procedure: A mixture of 4-(3,4-dichlorophenoxy)piperidine (WO 0058305, WO 0177101) (4.40 g) and 2-(2-oxiran-2-ylethyl)-1H-isoindole-1,3(2H)-dione (J. Med. Chem. 1979, 22(6), 631-9. 5.00 g) in ethanol (50 ml) was stirred at 60° C. for 12 h. The mixture was cooled down and left overnight. The formed crystals were collected by filtration, washed with cold ethanol and dried under vacuum to afford the sub-title compound as a white solid (3.0 g). Starting materials: COC1=C(C(=O)NC2=CC=C(C3=CC=CC=C23)S(=O)(=O)Cl)C=CC=C1 (4-(2-methoxy-benzoylamino)-naphthalene-1-sulfonyl chloride), N(=C=O)C(C)C (2-isocyanato-propane). Run in C(C)N(CC)CC (triethylamine). The product is C(CCC)(=O)N1CCC(CC1)NS(=O)(=O)C1=CC=C(C2=CC=CC=C12)NC(C1=C(C=CC=C1)OC)=O (N-[4-(1-Butyryl-piperidin-4-ylsulfamoyl)-naphthalen-1-yl]-2-methoxy-benzamide). RXN SMILES: [CH3:1][O:2][C:3]1[CH:25]=[CH:24][CH:23]=[CH:22][C:4]=1[C:5]([NH:7][C:8]1[C:17]2[C:12](=[CH:13][CH:14]=[CH:15][CH:16]=2)[C:11]([S:18](Cl)(=[O:20])=[O:19])=[CH:10][CH:9]=1)=[O:6].[N:26]([CH:29]([CH3:31])C)=[C:27]=[O:28]>C(N(CC)CC)C>[C:27]([N:26]1[CH2:29][CH2:31][CH:5]([NH:7][S:18]([C:11]2[C:12]3[C:17](=[CH:16][CH:15]=[CH:14][CH:13]=3)[C:8]([NH:7][C:5](=[O:6])[C:4]3[CH:22]=[CH:23][CH:24]=[CH:25][C:3]=3[O:2][CH3:1])=[CH:9][CH:10]=2)(=[O:20])=[O:19])[CH2:4][CH2:3]1)(=[O:28])[CH2:9][CH2:8][CH3:17]. Procedure details: The title compound was prepared following the general procedure in Scheme 5, beginning with 4-(2-methoxy-benzoylamino)-naphthalene-1-sulfonyl chloride, and substituting butyric chloride and triethylamine for 2-isocyanato-propane. LC/MS m/z 508 (M−H)−, 510 (M+H)+ Reactants: N(CCO)CCO (Diethanolamine), ClC1=CC(=NC2=CC=CC=C12)C(F)(F)F (4-chloro-2-trifluoromethylquinoline). The solvent is [Cl-].[Na+].O (Brine). Reaction conditions: temperature 80 celsius, time 19 hour. Product: OCCN(CCO)C1=CC(=NC2=CC=CC=C12)C(F)(F)F (4-[N,N-bis(2-hydroxyethyl)amino]-2-trifluoromethylquinoline). RXN SMILES: [NH:1]([CH2:5][CH2:6][OH:7])[CH2:2][CH2:3][OH:4].Cl[C:9]1[C:18]2[C:13](=[CH:14][CH:15]=[CH:16][CH:17]=2)[N:12]=[C:11]([C:19]([F:22])([F:21])[F:20])[CH:10]=1>[Cl-].[Na+].O>[OH:4][CH2:3][CH2:2][N:1]([C:9]1[C:18]2[C:13](=[CH:14][CH:15]=[CH:16][CH:17]=2)[N:12]=[C:11]([C:19]([F:22])([F:20])[F:21])[CH:10]=1)[CH2:5][CH2:6][OH:7] |f:2.3.4|. Procedure: Diethanolamine (20 mL) was added to 4-chloro-2-trifluoromethylquinoline (5.04 g), and the mixture was stirred at 80° C. for 19 hr. Brine was added to the reaction mixture, and the mixture was extracted with ethyl acetate. The extract was dried and concentrated under reduced pressure. The residue was purified by silica gel chromatography to give 4-[N,N-bis(2-hydroxyethyl)amino]-2-trifluoromethylquinoline (3.40 g) as a white powder. Reactants: C(CCC)[Sn](C1=CC=C(C=C1)CCC(C)=O)(CCCC)CCCC (4-(4-Tributylstannylphenyl)-2-butanone), BrC=1N=C(C2=CC=CC=C2C1)N1CCN(CC1)CC (3-bromo-1-(4-ethylpiperazin-1-yl)isoquinoline). The reagents and catalysts are C=1C=CC(=CC1)[P](C=2C=CC=CC2)(C=3C=CC=CC3)[Pd]([P](C=4C=CC=CC4)(C=5C=CC=CC5)C=6C=CC=CC6)([P](C=7C=CC=CC7)(C=8C=CC=CC8)C=9C=CC=CC9)[P](C=1C=CC=CC1)(C=1C=CC=CC1)C=1C=CC=CC1 (tetrakistriphenylphosphinepalladium(0)). The solvent is C=1(C(=CC=CC1)C)C (xylene), C(C)(=O)OCC (ethyl acetate). Yields the product C(C)N1CCN(CC1)C1=NC(=CC2=CC=CC=C12)C1=CC=C(C=C1)CCC(C)=O (1-(4-ethylpiperazin-1-yl)-3-[4-(3-oxobutyl)phenyl]isoquinoline). Isolated yield 62.7%. Reaction SMILES: C([Sn](CCCC)(CCCC)[C:6]1[CH:11]=[CH:10][C:9]([CH2:12][CH2:13][C:14](=[O:16])[CH3:15])=[CH:8][CH:7]=1)CCC.Br[C:26]1[N:27]=[C:28]([N:36]2[CH2:41][CH2:40][N:39]([CH2:42][CH3:43])[CH2:38][CH2:37]2)[C:29]2[C:34]([CH:35]=1)=[CH:33][CH:32]=[CH:31][CH:30]=2>C1(C)C(C)=CC=CC=1.C(OCC)(=O)C.C1C=CC([P]([Pd]([P](C2C=CC=CC=2)(C2C=CC=CC=2)C2C=CC=CC=2)([P](C2C=CC=CC=2)(C2C=CC=CC=2)C2C=CC=CC=2)[P](C2C=CC=CC=2)(C2C=CC=CC=2)C2C=CC=CC=2)(C2C=CC=CC=2)C2C=CC=CC=2)=CC=1>[CH2:42]([N:39]1[CH2:38][CH2:37][N:36]([C:28]2[C:29]3[C:34](=[CH:33][CH:32]=[CH:31][CH:30]=3)[CH:35]=[C:26]([C:6]3[CH:7]=[CH:8][C:9]([CH2:12][CH2:13][C:14](=[O:16])[CH3:15])=[CH:10][CH:11]=3)[N:27]=2)[CH2:41][CH2:40]1)[CH3:43] |^1:61,63,82,101|. Reported procedure: 4-(4-Tributylstannylphenyl)-2-butanone (2.46 g) and 3-bromo-1-(4-ethylpiperazin-1-yl)isoquinoline (1.41 g) were heated under reflux in the presence of tetrakistriphenylphosphinepalladium(0) (0.22 g) in xylene in nitrogen atmosphere overnight. After cooling, the reaction solution was diluted with ethyl acetate and filtered. The filtrate was extracted in 2N hydrochloric acid, and the resulting aqueous layer was washed with ethyl acetate, adjusted to pH 10 with a 8N aqueous solution of sodium hydro... Starting materials: NC1=NC2=C(C=3C=C(C=NC13)CCC1=C(C=C(OCCCC(F)(F)P(OCC)(OCC)=O)C=C1)C)C=CC(=C2)C (Diethyl 4-(4-(2-(5-amino-8-methylbenzo[f][1,7]naphthyridin-2-yl)ethyl)-3-methylphenoxy)-1,1-difluorobutylphosphonate), C(=O)(C(F)(F)F)O (TFA). The product is NC1=NC2=C(C=3C=C(C=NC13)CCC1=C(C=C(OCCCC(F)(F)P(O)(O)=O)C=C1)C)C=CC(=C2)C (4-(4-(2-(5-amino-8-methylbenzo[f][1,7]naphthyridin-2-yl)ethyl)-3-methylphenoxy)-1,1-difluorobutylphosphonic acid). As a reaction SMILES: [NH2:1][C:2]1[C:11]2[N:10]=[CH:9][C:8]([CH2:12][CH2:13][C:14]3[CH:34]=[CH:33][C:17]([O:18][CH2:19][CH2:20][CH2:21][C:22]([P:25](=[O:32])([O:29]CC)[O:26]CC)([F:24])[F:23])=[CH:16][C:15]=3[CH3:35])=[CH:7][C:6]=2[C:5]2[CH:36]=[CH:37][C:38]([CH3:40])=[CH:39][C:4]=2[N:3]=1.C(O)(C(F)(F)F)=O>>[NH2:1][C:2]1[C:11]2[N:10]=[CH:9][C:8]([CH2:12][CH2:13][C:14]3[CH:34]=[CH:33][C:17]([O:18][CH2:19][CH2:20][CH2:21][C:22]([P:25](=[O:26])([OH:29])[OH:32])([F:23])[F:24])=[CH:16][C:15]=3[CH3:35])=[CH:7][C:6]=2[C:5]2[CH:36]=[CH:37][C:38]([CH3:40])=[CH:39][C:4]=2[N:3]=1. Procedure details: 4-(4-(2-(5-amino-8-methylbenzo[f][1,7]naphthyridin-2-yl)ethyl)-3-methylphenoxy)-1,1-difluorobutylphosphonic acid (5) was prepared according to the procedure described in Example 1—Step 3, but using diethyl 4-(4-(2-(5-amino-8-methylbenzo[f][1,7]naphthyridin-2-yl)ethyl)-3-methylphenoxy)-1,1-difluorobutylphosphonate from step 2. TFA was added to the 1H NMR sample to solubilize the compound for analysis. The 1H NMR (Dimethylsulfoxide-d6) obtained for 4-(4-(2-(5-amino-8-methylbenzo[f][1,7]naphthyridi... The reactants are CN1CC2=C(NC=3C=CC(=CC23)CO)CC1 ((2,3,4,5-tetrahydro-2-methyl-1H-pyrido[4,3-b]indol-8-yl)methanol), C(=C)C=1C=CC(=NC1)CO ((5-vinylpyridin-2-yl)methanol), [OH-].[K+] (KOH). As a reaction SMILES: [CH3:1][N:2]1[CH2:16][CH2:15][C:5]2[NH:6][C:7]3[CH:8]=[CH:9][C:10]([CH2:13][OH:14])=[CH:11][C:12]=3[C:4]=2[CH2:3]1.[CH:17]([C:19]1[CH:20]=[CH:21][C:22]([CH2:25][OH:26])=[N:23][CH:24]=1)=[CH2:18].[OH-].[K+]>CN1C(=O)CCC1>[OH:14][CH2:13][C:10]1[CH:9]=[CH:8][C:7]2[N:6]([CH2:18][CH2:17][C:19]3[CH:20]=[CH:21][C:22]([CH2:25][OH:26])=[N:23][CH:24]=3)[C:5]3[CH2:15][CH2:16][N:2]([CH3:1])[CH2:3][C:4]=3[C:12]=2[CH:11]=1 |f:2.3|. Solvent: CN1CCCC1=O (NMP). Yields the product OCC1=CC=2C3=C(N(C2C=C1)CCC=1C=CC(=NC1)CO)CCN(C3)C ((5-(2-(8-(hydroxymethyl)-2-methyl-3,4-dihydro-1H-pyrido[4,3-b]indol-5(2H)-yl)ethyl)pyridin-2-yl)methanol). Procedure details: The title compound is prepared from a mixture of (2,3,4,5-tetrahydro-2-methyl-1H-pyrido[4,3-b]indol-8-yl)methanol, (5-vinylpyridin-2-yl)methanol and KOH (5-7 equiv) in NMP at a temperature ranging between 25 deg C. to 100 deg C. The product obtained is isolated by preparative HPLC.